This data is from the Open Reaction Database (ORD), a public repository of structured organic reaction records. The task is: describe an organic reaction: reactants, conditions, products, and yield Starting materials: OCC1NCCC1 (2-(Hydroxymethyl)pyrrolidine), TEA, C(C)(=O)Cl (acetyl chloride), [OH-].[K+] (Potassium hydroxide). Run in ClCCl (dichloromethane). Conditions: time 8 hour. Product: OCC1N(CCC1)C(C)=O (1-[2-(hydroxymethyl)pyrrolidin-1-yl]ethanone). Isolated yield 62.4%. Reaction SMILES: [OH:1][CH2:2][CH:3]1[CH2:7][CH2:6][CH2:5][NH:4]1.[C:8](Cl)(=[O:10])[CH3:9].[OH-].[K+]>ClCCl>[OH:1][CH2:2][CH:3]1[CH2:7][CH2:6][CH2:5][N:4]1[C:8](=[O:10])[CH3:9] |f:2.3|. Reported procedure: 2-(Hydroxymethyl)pyrrolidine (500 mg) was mixed with dichloromethane (5 ml), and TEA (0.9 ml) and acetyl chloride (407 mg) were added thereto at 0° C., followed by stirring at room temperature overnight. 8 M Potassium hydroxide was added to the reaction mixture, followed by stirring at room temperature for 1 hour. The reaction mixture was extracted by the addition of water and CHCl3/MeOH (4:1), the organic layer was washed with water and saturated brine, and dried over anhydrous Na2SO4, and the ... Starting materials: C=C1CCC2C3CCc4cc(OC(C)=O)ccc4C3CCC12C, ClCCl, Cc1cnn(C)c1, O=[Cr](=O)=O. Yields the product C=C1CCC2C3CC(=O)c4cc(OC(C)=O)ccc4C3CCC12C. Reaction SMILES: [C:12]([CH3:13])(=[O:14])[O:15][c:16]1[cH:17][c:18]2[c:31]([cH:32][cH:33]1)[CH:30]1[CH:21]([CH2:20][CH2:19]2)[CH:22]2[CH2:23][CH2:24][C:25](=[CH2:34])[C:26]2([CH3:27])[CH2:28][CH2:29]1.[CH2:35]([Cl:36])[Cl:37].[CH3:5][n:6]1[cH:7][c:8]([CH3:9])[cH:10][n:11]1.[O:1]=[Cr:2](=[O:3])=[O:4]>>[O:1]=[C:19]1[c:18]2[cH:17][c:16]([O:15][C:12]([CH3:13])=[O:14])[cH:33][cH:32][c:31]2[CH:30]2[CH:21]([CH2:20]1)[CH:22]1[CH2:23][CH2:24][C:25](=[CH2:34])[C:26]1([CH3:27])[CH2:28][CH2:29]2. Starting materials: crude product, Cl (hydrogen chloride), OS(=O)(=O)O (H2SO4), FC=1C=C(C=CC1F)[C@H]([C@H](C)N[C@@H](CO)C)O ((1R,2S)-1-(3,4-difluorophenyl)-2-[[(1R)-2-hydroxy-1-methylethyl]amino]propanol). Solvent: C(C)OCC (diethyl ether), ClCCl (dichloromethane). The product is Cl.FC=1C=C(C=CC1F)[C@H]1[C@@H](N[C@@H](CO1)C)C ((2S,3S,5R)-2-(3,4-difluorophenyl)-3,5-dimethylmorpholine hydrochloride). The yield is 49.8%. Reaction SMILES: OS(O)(=O)=O.[F:6][C:7]1[CH:8]=[C:9]([C@@H:14]([OH:22])[C@@H:15]([NH:17][C@H:18]([CH3:21])[CH2:19]O)[CH3:16])[CH:10]=[CH:11][C:12]=1[F:13].[ClH:23]>ClCCl.C(OCC)C>[ClH:23].[F:6][C:7]1[CH:8]=[C:9]([C@@H:14]2[O:22][CH2:19][C@@H:18]([CH3:21])[NH:17][C@H:15]2[CH3:16])[CH:10]=[CH:11][C:12]=1[F:13] |f:5.6|. Reported procedure: To concentrated H2SO4 (100 ml) was added a solution of (1R,2S)-1-(3,4-difluorophenyl)-2-[[(1R)-2-hydroxy-1-methylethyl]amino]propanol (17.1 g, 0.07 mole) in dichloromethane (100 ml). The reaction was worked up as in Example 1 to yield the crude reaction product as the free base. The crude product was dissolved in diethyl ether and treated with ethereal hydrogen chloride. The hydrochloride salt was recrystallized from ethanol-diethyl ether mixtures to give 9.2 g (49.8% of theory) of (2S,3S,5R)-2-... The reactants are CC(C)=CC(C)C, Cl[SiH](Cl)Cl, N#CC1(N=NC2(C#N)CCCCC2)CCCCC1. Product: CC(C)C(C(C)C)[Si](Cl)(Cl)Cl. Reaction SMILES: [CH3:1][CH:2]([CH3:3])[CH:4]=[C:5]([CH3:6])[CH3:7].[Cl:8][SiH:9]([Cl:10])[Cl:11].[N:12]([C:13]1([C:14]#[N:15])[CH2:16][CH2:17][CH2:18][CH2:19][CH2:20]1)=[N:21][C:22]1([C:23]#[N:24])[CH2:25][CH2:26][CH2:27][CH2:28][CH2:29]1>>[CH3:1][CH:2]([CH3:3])[CH:4]([CH:5]([CH3:6])[CH3:7])[Si:9]([Cl:8])([Cl:10])[Cl:11]. Reactants: CC(=O)C (acetone), Cl(=O)(=O)(=O)[O-].CSC1=[S+]C=CS1 (2-methylthio-1,3-dithiolium perchlorate), C(C)OCC (ethyl ether), C(C)OC([C@@H](NC)CCSC)=O (N-methyl methionine ethyl ester). The solvent is C(C)(=O)OCC (ethyl acetate). Yields the product Cl(=O)(=O)(=O)[O-].S1C(SC=C1)=[N+](C(CCSC)C(=O)OCC)C (N-(1,3-dithiol-2-ylidene)-N-methyl-N-(3-methylthio-1-ethoxycarbonylpropyl)ammonium perchlorate). The yield is 222.1%. RXN SMILES: CC(C)=O.[Cl:5]([O-:9])(=[O:8])(=[O:7])=[O:6].CS[C:12]1[S:16][CH:15]=[CH:14][S+:13]=1.C(OCC)C.[CH2:22]([O:24][C:25](=[O:33])[C@H:26]([CH2:29][CH2:30][S:31][CH3:32])[NH:27][CH3:28])[CH3:23]>C(OCC)(=O)C>[Cl:5]([O-:9])(=[O:8])(=[O:7])=[O:6].[S:16]1[CH:15]=[CH:14][S:13][C:12]1=[N+:27]([CH3:28])[CH:26]([C:25]([O:24][CH2:22][CH3:23])=[O:33])[CH2:29][CH2:30][S:31][CH3:32] |f:1.2,6.7|. Reported procedure: To 100 ml of acetone, 2.0 g of 2-methylthio-1,3-dithiolium perchlorate was dissolved, and 50 ml of an ethyl ether solution containing 2.3 g of N-methyl methionine ethyl ester was gradually added thereto under stirring at room temperature. The mixture was stirred at room temperature for 6 hours, and then the solvent was distilled off. The residue was washed with ethyl acetate, whereby 7 g (yield: 54%) of N-(1,3-dithiol-2-ylidene)-N-methyl-N-(3-methylthio-1-ethoxycarbonylpropyl)ammonium perchlorat... The reactants are O (water), crude product, BrC=1C(NC(NC1Cl)=O)=O (5-bromo-6-chloropyrimidine-2,4(1H,3H)-dione), C(=O)([O-])[O-].[K+].[K+] (K2CO3), C(C1=CC=CC=C1)Br (benzyl bromide). Solvent: CCOC(=O)C (EtOAc), CN(C)C=O (DMF). Conditions: temperature 75 celsius, time 1.5 hour. Yields the product C(C1=CC=CC=C1)N1C(N(C(C(=C1Cl)Br)=O)CC1=CC=CC=C1)=O (1,3-dibenzyl-5-bromo-6-chloropyrimidine-2,4(1H,3H)-dione). Isolated yield 97.5%. Reaction SMILES: [Br:1][C:2]1[C:3](=[O:10])[NH:4][C:5](=O)[NH:6][C:7]=1[Cl:8].[C:11]([O-:14])([O-])=O.[K+].[K+].[CH2:17](Br)[C:18]1[CH:23]=[CH:22][CH:21]=[CH:20][CH:19]=1.O>CN(C=O)C.CCOC(C)=O>[CH2:5]([N:6]1[C:7]([Cl:8])=[C:2]([Br:1])[C:3](=[O:10])[N:4]([CH2:17][C:18]2[CH:23]=[CH:22][CH:21]=[CH:20][CH:19]=2)[C:11]1=[O:14])[C:18]1[CH:23]=[CH:22][CH:21]=[CH:20][CH:19]=1 |f:1.2.3|. Reported procedure: To a stirring solution of 5-bromo-6-chloropyrimidine-2,4(1H,3H)-dione (9.4 g, 41.7 mmol) in DMF (100 mL) at room temperature under argon was added K2CO3 (12.7 g, 91.8 mmol), followed by benzyl bromide (10.5 mL, 88.3 mmol). The reaction mixture was stirred at 75° C. for 1.5 h. After the reaction mixture was cooled to room temperature, water (100 mL) and EtOAc (150 mL) were added. The layers were separated. The organic layer was washed with water (50 mL×2), followed by saturated aqueous NaCl (50 m... The reactants are C1(=CC=CC=C1)C=1C=C(C=NC1)CO (5-phenyl-3-pyridylmethanol), S(=O)(Cl)Cl (thionyl chloride). Conditions: time 1 hour. The product is ClCC=1C=NC=C(C1)C1=CC=CC=C1 (3-chloromethyl-5-phenylpyridine). Yield: 86.0%. Reaction SMILES: [C:1]1([C:7]2[CH:8]=[C:9]([CH2:13]O)[CH:10]=[N:11][CH:12]=2)[CH:6]=[CH:5][CH:4]=[CH:3][CH:2]=1.S(Cl)([Cl:17])=O>>[Cl:17][CH2:13][C:9]1[CH:10]=[N:11][CH:12]=[C:7]([C:1]2[CH:6]=[CH:5][CH:4]=[CH:3][CH:2]=2)[CH:8]=1. Procedure details: A mixture of 5-phenyl-3-pyridylmethanol (4.50 g) and thionyl chloride (5 ml) was stirred at room temperature for 1 hour. After the reaction mixture was concentrated, saturated aqueous sodium bicarbonate solution was added to the mixture, which was extracted with ethyl acetate. The ethyl acetate layer was washed with saturated aqueous sodium chloride solution, dried (MgSO4), and concentrated. The residue was subjected to silica gel column chromatography to obtain 3-chloromethyl-5-phenylpyridine (...